From a dataset of the Open Reaction Database (ORD), a public repository of structured organic reaction records. describe an organic reaction: reactants, conditions, products, and yield Procedure: Into CCl4 solvent, 2.4 g(13.3 mmol) of the compound produced in Example 1 (Compound 1) and 0.536 g(3.0 mmol) of N-bromosuccinimide were added and refluxed for 24 hours. After cooled down, the reactant was suction-filtrated and the resultant solution was washed with distilled water and then was dried with anhydrous magnesium sulfate. The dried product was dissolved again in chloroform together with 5.34 g(51.2 mmol) of hexamethylenetetraamine and refluxed for 5 hours. After the reactant was coole... Solvent: C(Cl)(Cl)(Cl)Cl (CCl4), C(Cl)(Cl)Cl (chloroform). Yields the product CC1=CC=C(C=C1)C1=CC=C(C=C1)C=O (4′-methylbiphenyl-4-carboaldehyde). The reactants are CC1=CC=C(C=C1)C1=CC=C(C=C1)C (4,4′-dimethylbiphenyl), Compound 1, BrN1C(CCC1=O)=O (N-bromosuccinimide), C1N2CN3CN1CN(C2)C3 (hexamethylenetetraamine). RXN SMILES: [CH3:1][C:2]1[CH:7]=[CH:6][C:5]([C:8]2[CH:13]=[CH:12][C:11]([CH3:14])=[CH:10][CH:9]=2)=[CH:4][CH:3]=1.BrN1C(=[O:21])CCC1=O.C1N2CN3CN(C2)CN1C3>C(Cl)(Cl)(Cl)Cl.C(Cl)(Cl)Cl>[CH3:1][C:2]1[CH:7]=[CH:6][C:5]([C:8]2[CH:13]=[CH:12][C:11]([CH:14]=[O:21])=[CH:10][CH:9]=2)=[CH:4][CH:3]=1. Isolated yield 24.0%. Run at temperature 120 celsius. The reactants are [OH-].[Na+] (Sodium hydroxide), C1(=CC=CC2=CC=CC=C12)CC(=O)NC1=C(SC=C1)C(=O)OC (Methyl 3-(2-(naphthalen-1-yl)acetamido)thiophene-2-carboxylate), Cl (HCl). The solvent is C1CCOC1.O (THF H2O). Conditions: temperature 50 celsius, time 20 hour. Yields the product C1(=CC=CC2=CC=CC=C12)CC(=O)NC1=C(SC=C1)C(=O)O (3-(2-(naphthalen-1-yl)acetamido)thiophene-2-carboxylic acid). As a reaction SMILES: [C:1]1([CH2:11][C:12]([NH:14][C:15]2[CH:19]=[CH:18][S:17][C:16]=2[C:20]([O:22]C)=[O:21])=[O:13])[C:10]2[C:5](=[CH:6][CH:7]=[CH:8][CH:9]=2)[CH:4]=[CH:3][CH:2]=1.[OH-].[Na+].Cl>C1COCC1.O>[C:1]1([CH2:11][C:12]([NH:14][C:15]2[CH:19]=[CH:18][S:17][C:16]=2[C:20]([OH:22])=[O:21])=[O:13])[C:10]2[C:5](=[CH:6][CH:7]=[CH:8][CH:9]=2)[CH:4]=[CH:3][CH:2]=1 |f:1.2,4.5|. Procedure: Methyl 3-(2-(naphthalen-1-yl)acetamido)thiophene-2-carboxylate (210 mg, 0.645 mmol) was dissolved in THF/H2O (2.5 mL, 4/1, v/v). Sodium hydroxide (129 mg, 3.22 mmol) was added and the reaction mixture was stirred at 50° C. for 20 h. The resulting solution was acidified with 10% aqueous HCl and extracted with ethyl acetate. The organic phase was separated, dried (Na2SO4), filtered and concentrated under vacuum to give 3-(2-(naphthalen-1-yl)acetamido)thiophene-2-carboxylic acid. Retention time=1.9... The reactants are FC(CNC(=O)NC=1C=C(C=CC1)C1=CN=C2N1N=CC(=C2)C=2C=NN(C2)C(C(=O)O)C)(F)F (2-(4-{3-[3-({[(2,2,2-trifluoroethyl)amino]carbonyl}amino)phenyl]imidazo[1,2-b]pyridazin-7-yl}-1H-pyrazol-1-yl)propanoic acid), Cl.NC1CCOCC1 (4-aminotetrahydropyran hydrochloride). Product: O1CCC(CC1)NC(C(C)N1N=CC(=C1)C1=CC=2N(N=C1)C(=CN2)C2=CC(=CC=C2)NC(=O)NCC(F)(F)F)=O (N-(Tetrahydro-2H-pyran-4-yl)-2-(4-{3-[3-({[(2,2,2-trifluoroethyl)amino]carbonyl}amino)phenyl]imidazo[1,2-b]pyridazin-7-yl}-1H-pyrazol-1-yl)propanamide). Reaction SMILES: [F:1][C:2]([F:34])([F:33])[CH2:3][NH:4][C:5]([NH:7][C:8]1[CH:9]=[C:10]([C:14]2[N:18]3[N:19]=[CH:20][C:21]([C:23]4[CH:24]=[N:25][N:26]([CH:28]([CH3:32])[C:29](O)=[O:30])[CH:27]=4)=[CH:22][C:17]3=[N:16][CH:15]=2)[CH:11]=[CH:12][CH:13]=1)=[O:6].Cl.[NH2:36][CH:37]1[CH2:42][CH2:41][O:40][CH2:39][CH2:38]1>>[O:40]1[CH2:41][CH2:42][CH:37]([NH:36][C:29](=[O:30])[CH:28]([N:26]2[CH:27]=[C:23]([C:21]3[CH:20]=[N:19][N:18]4[C:14]([C:10]5[CH:11]=[CH:12][CH:13]=[C:8]([NH:7][C:5]([NH:4][CH2:3][C:2]([F:33])([F:1])[F:34])=[O:6])[CH:9]=5)=[CH:15][N:16]=[C:17]4[CH:22]=3)[CH:24]=[N:25]2)[CH3:32])[CH2:38][CH2:39]1 |f:1.2|. Procedure: This compound was prepared by using procedures analogous to those described for the synthesis of Example 54, Step 3 starting from 2-(4-{3-[3-({[(2,2,2-trifluoroethyl)amino]carbonyl}amino)phenyl]imidazo[1,2-b]pyridazin-7-yl}-1H-pyrazol-1-yl)propanoic acid and 4-aminotetrahydropyran hydrochloride (Combi-Blocks and Cat. No. AM-1014). LCMS (M+H)+: m/z=557.3. Reaction SMILES: [Br:1][c:2]1[cH:3][cH:4][c:5]([CH2:6][C:7]2([CH3:24])[C:8](=[O:23])[N:9]([c:15]3[cH:16][c:17]([Cl:22])[cH:18][c:19]([Cl:21])[cH:20]3)[c:10]3[n:11]2[cH:12][cH:13][n:14]3)[cH:25][cH:26]1.[Cu:27][C:28]#[N:29].[O:30]=[CH:31][N:32]([CH3:33])[CH3:34]>>[c:2]1([C:28]#[N:29])[cH:3][cH:4][c:5]([CH2:6][C:7]2([CH3:24])[C:8](=[O:23])[N:9]([c:15]3[cH:16][c:17]([Cl:22])[cH:18][c:19]([Cl:21])[cH:20]3)[c:10]3[n:11]2[cH:12][cH:13][n:14]3)[cH:25][cH:26]1. Reactants: CC1(Cc2ccc(Br)cc2)C(=O)N(c2cc(Cl)cc(Cl)c2)c2nccn21, N#C[Cu], CN(C)C=O. The product is CC1(Cc2ccc(C#N)cc2)C(=O)N(c2cc(Cl)cc(Cl)c2)c2nccn21. Starting materials: ClC1=NC(=CC(=N1)NC(C)=O)Cl (N-(2,6-dichloro-pyrimidin-4-yl)-acetamide), C(C)OC=1C=C(CN2CCC(CC2)N)C=CC1OC (1-(3-ethoxy-4-methoxy-benzyl)-piperidin-4-ylamine), C(C)OC=1C=C(CN2CCC(CC2)N)C=CC1OC (1-(3-ethoxy-4-methoxy-benzyl)-piperidin-4-ylamine). The solvent is CC(=O)N(C)C (DMAc). Yields the product ClC1=NC(=CC(=N1)NC(C)=O)NC1CCN(CC1)CC1=CC(=C(C=C1)OC)OCC (N-{2-Chloro-6-[1-(3-ethoxy-4-methoxy-benzyl)-piperidin-4-ylamino]-pyrimidin-4-yl}-acetamide). Isolated yield 2.5%. Reaction SMILES: [Cl:1][C:2]1[N:7]=[C:6]([NH:8][C:9](=[O:11])[CH3:10])[CH:5]=[C:4](Cl)[N:3]=1.[CH2:13]([O:15][C:16]1[CH:17]=[C:18]([CH:27]=[CH:28][C:29]=1[O:30][CH3:31])[CH2:19][N:20]1[CH2:25][CH2:24][CH:23]([NH2:26])[CH2:22][CH2:21]1)[CH3:14]>CC(N(C)C)=O>[Cl:1][C:2]1[N:7]=[C:6]([NH:8][C:9](=[O:11])[CH3:10])[CH:5]=[C:4]([NH:26][CH:23]2[CH2:24][CH2:25][N:20]([CH2:19][C:18]3[CH:27]=[CH:28][C:29]([O:30][CH3:31])=[C:16]([O:15][CH2:13][CH3:14])[CH:17]=3)[CH2:21][CH2:22]2)[N:3]=1. Reported procedure: A solution of N-(2,6-dichloro-pyrimidin-4-yl)-acetamide (30.9 mg, 0.15 mmol, 1.0 equiv) and 1-(3-ethoxy-4-methoxy-benzyl)-piperidin-4-ylamine (47.6 mg, 0.18 mmol, 1.2 equiv; intermediate A1) in DMAc (2 mL) was heated by microwave irradiation to 180° C. for 15 min. Removal of the solvent under reduced pressure and purification by preparative HPLC on reversed phase eluting with a gradient of acetonitrile/water provided 1.6 mg (3%) of the title compound. MS (ISP): 434.4 [M+H]+. Reported procedure: N,N-Diisopropylethylamine (0.192 ml) and a solution of acryloyl chloride (83.3 mg) in acetonitrile (0.83 ml) were added to an acetonitrile (1.6 ml)-water (1.6 ml) solution of the (S)-5-(quinolin-3-yl)-7,8,9,10-tetrahydro-6H-pyrimido[5′,4′:4,5]pyrrolo[1,2-a]azepin-4,8-diamine (317 mg) obtained in Step 9 under ice-cooling. After being stirred at the same temperature for 15 minutes, the mixture was poured into a saturated aqueous sodium bicarbonate solution, followed by extraction with chloroform. ... Yield: 61.6%. The product is NC1=NC=NC2=C1C(=C1N2CC[C@H](CC1)NC(C=C)=O)C=1C=NC2=CC=CC=C2C1 ((S)-N-(4-amino-5-(quinolin-3-yl)-7,8,9,10-tetrahydro-6H-pyrimido[5′,4′:4,5]pyrrolo[1,2-a]azepin-8-yl)acrylamide). Reaction SMILES: C(N(CC)C(C)C)(C)C.[C:10](Cl)(=[O:13])[CH:11]=[CH2:12].[N:15]1[C:24]2[C:19](=[CH:20][CH:21]=[CH:22][CH:23]=2)[CH:18]=[C:17]([C:25]2[C:26]3[C:39]([NH2:40])=[N:38][CH:37]=[N:36][C:27]=3[N:28]3[CH2:34][CH2:33][C@@H:32]([NH2:35])[CH2:31][CH2:30][C:29]=23)[CH:16]=1.C(=O)(O)[O-].[Na+]>C(#N)C.O>[NH2:40][C:39]1[C:26]2[C:25]([C:17]3[CH:16]=[N:15][C:24]4[C:19]([CH:18]=3)=[CH:20][CH:21]=[CH:22][CH:23]=4)=[C:29]3[CH2:30][CH2:31][C@H:32]([NH:35][C:10](=[O:13])[CH:11]=[CH2:12])[CH2:33][CH2:34][N:28]3[C:27]=2[N:36]=[CH:37][N:38]=1 |f:3.4|. The solvent is C(C)#N (acetonitrile), C(C)#N (acetonitrile), O (water). Conditions: time 15 minute. Reactants: C([O-])(O)=O.[Na+] (sodium bicarbonate), C(C)(C)N(C(C)C)CC (N,N-Diisopropylethylamine), C(C=C)(=O)Cl (acryloyl chloride), N1=CC(=CC2=CC=CC=C12)C=1C2=C(N3C1CC[C@@H](CC3)N)N=CN=C2N ((S)-5-(quinolin-3-yl)-7,8,9,10-tetrahydro-6H-pyrimido[5′,4′:4,5]pyrrolo[1,2-a]azepin-4,8-diamine). Starting materials: NC=1C=C(C=CC1)C=1C2=C(N=CN1)NC=C2C(=O)OCC (ethyl 4-(3-aminophenyl)-7H-pyrrolo[2,3-d]pyrimidine-5-carboxylate), CN(C)CC(C(=O)[O-])=C.[Na+] (sodium 2-[(dimethylamino)methyl]prop-2-enoate), solution, Cl (HCl), O1CCOCC1 (dioxane), TEA, CCCP1(=O)OP(=O)(OP(=O)(O1)CCC)CCC (1-propanephosphonic acid cyclic anhydride). Run in CN(C)C=O (DMF). Conditions: time 8 hour. The product is CN(C)CC(C(=O)NC=1C=C(C=CC1)C=1C2=C(N=CN1)NC=C2C(=O)OCC)=C (ethyl 4-[3-({2-[(dimethylamino)methyl]acryloyl}amino)phenyl]-7H-pyrrolo[2,3-d]pyrimidine-5-carboxylate). RXN SMILES: [NH2:1][C:2]1[CH:3]=[C:4]([C:8]2[C:9]3[C:16]([C:17]([O:19][CH2:20][CH3:21])=[O:18])=[CH:15][NH:14][C:10]=3[N:11]=[CH:12][N:13]=2)[CH:5]=[CH:6][CH:7]=1.[CH3:22][N:23]([CH2:25][C:26](=[CH2:30])[C:27]([O-])=[O:28])[CH3:24].[Na+].Cl.O1CCOCC1.CCCP1(OP(CCC)(=O)OP(CCC)(=O)O1)=O>CN(C=O)C>[CH3:22][N:23]([CH2:25][C:26](=[CH2:30])[C:27]([NH:1][C:2]1[CH:3]=[C:4]([C:8]2[C:9]3[C:16]([C:17]([O:19][CH2:20][CH3:21])=[O:18])=[CH:15][NH:14][C:10]=3[N:11]=[CH:12][N:13]=2)[CH:5]=[CH:6][CH:7]=1)=[O:28])[CH3:24] |f:1.2|. Procedure: To methyl 2-[(dimethylamino)methyl]prop-2-enoate (314 mg, 2.19 mmol) in tetrahydrofuran (1.4 mL) and water (1.4 mL) was added LiOH (52.5 mg, 2.19 mmol). The solution was stirred at 40° C. for 4 hours, before being frozen and lyophilized to afford sodium 2-[(dimethylamino)methyl]prop-2-enoate which was used as is in the next step as is. To a solution of ethyl 4-(3-aminophenyl)-7H-pyrrolo[2,3-d]pyrimidine-5-carboxylate (100 mg, 0.354 mmol) in DMF (886 μL) was added sequentially sodium 2-[(dimethyl... The reactants are CNC1=C(C=C(C=C1)C#CC=1SC2=C(N1)C=CC(=C2)O)[N+](=O)[O-] (2-((4-(methylamino)-3-nitrophenyl)ethynyl)benzo[d]thiazol-6-ol), C1CCOC1 (THF), [H-].[Na+] (NaH), C(OC)Cl (MOM-Cl). Conditions: time 30 minute. Product: C(C)OCOC1=CC2=C(N=C(S2)C#CC2=CC(=C(NC)C=C2)[N+](=O)[O-])C=C1 (4-((6-(ethoxymethoxy)benzo[d]thiazol-2-yl)ethynyl)-N-methyl-2-nitroaniline). As a reaction SMILES: [CH3:1][NH:2][C:3]1[CH:8]=[CH:7][C:6]([C:9]#[C:10][C:11]2[S:12][C:13]3[CH:19]=[C:18]([OH:20])[CH:17]=[CH:16][C:14]=3[N:15]=2)=[CH:5][C:4]=1[N+:21]([O-:23])=[O:22].[H-].[Na+].C(Cl)OC.C1[CH2:34][O:33][CH2:32][CH2:31]1>>[CH2:32]([O:33][CH2:34][O:20][C:18]1[CH:17]=[CH:16][C:14]2[N:15]=[C:11]([C:10]#[C:9][C:6]3[CH:7]=[CH:8][C:3]([NH:2][CH3:1])=[C:4]([N+:21]([O-:23])=[O:22])[CH:5]=3)[S:12][C:13]=2[CH:19]=1)[CH3:31] |f:1.2|. Procedure details: To a round bottom flask under Ar containing 2-((4-(methylamino)-3-nitrophenyl)ethynyl)benzo[d]thiazol-6-ol (1 equiv) is added THF (5 vol). To this solution is added NaH (1.3 equiv). The solution is stirred at RT for 30 min. To this solution is added MOM-Cl (1.5 equiv). The reaction is stirred overnight at RT. The reaction is poured onto water (10 vol) and extracted into DCM (10 vol). The organic layer is washed with water (10 vol), dried (MgSO4), filtered and concentrated to dryness. The materia... The reactants are FC1=CC=C(C=C1)C1=NOC(=C1/C=C/C=1C=C(NN1)C(=O)O)C (5-{(E)-2-[3-(4-fluoro-phenyl)-5-methyl-isoxazol-4-yl]-vinyl}-2H-pyrazole-3-carboxylic acid), OC(CN)(C)C (2-hydroxy-2-methyl-propylamine). Yields the product OC(CNC(=O)C=1NN=C(C1)\C=C\C=1C(=NOC1C)C1=CC=C(C=C1)F)(C)C (5-{(E)-2-[3-(4-Fluoro-phenyl)-5-methyl-isoxazol-4-yl]vinyl}-2H-pyrazole-3-carboxylic acid (2-hydroxy-2-methyl-propyl)-amide). Isolated yield 26.0%. Reaction SMILES: [F:1][C:2]1[CH:7]=[CH:6][C:5]([C:8]2[C:12](/[CH:13]=[CH:14]/[C:15]3[CH:16]=[C:17]([C:20]([OH:22])=O)[NH:18][N:19]=3)=[C:11]([CH3:23])[O:10][N:9]=2)=[CH:4][CH:3]=1.[OH:24][C:25]([CH3:29])([CH3:28])[CH2:26][NH2:27]>>[OH:24][C:25]([CH3:29])([CH3:28])[CH2:26][NH:27][C:20]([C:17]1[NH:18][N:19]=[C:15](/[CH:14]=[CH:13]/[C:12]2[C:8]([C:5]3[CH:4]=[CH:3][C:2]([F:1])=[CH:7][CH:6]=3)=[N:9][O:10][C:11]=2[CH3:23])[CH:16]=1)=[O:22]. Procedure details: As described for example 132, 5-{(E)-2-[3-(4-fluoro-phenyl)-5-methyl-isoxazol-4-yl]-vinyl}-2H-pyrazole-3-carboxylic acid was converted, using 2-hydroxy-2-methyl-propylamine instead of morpholine, to the title compound (9.1 mg, 26%) which was obtained as a brown solid. MS: m/e=385.2 [M+H]+.